Dataset: the Open Reaction Database (ORD), a public repository of structured organic reaction records. Task: describe an organic reaction: reactants, conditions, products, and yield Starting materials: NC1=NC=CC=C1N (2,3-diaminopyridine), C(C(=O)O)(=O)O (oxalic acid). Run in Cl (HCl). The product is N1C2=C(NC(C1=O)=O)N=CC=C2 (1,4-Dihydropyrido[2,3-b]pyrazine-2,3-dione). Yield: 90.1%. RXN SMILES: [NH2:1][C:2]1[C:7]([NH2:8])=[CH:6][CH:5]=[CH:4][N:3]=1.[C:9](O)(=[O:13])[C:10](O)=[O:11]>Cl>[NH:8]1[C:10](=[O:11])[C:9](=[O:13])[NH:1][C:2]2[N:3]=[CH:4][CH:5]=[CH:6][C:7]1=2. Procedure: To a suspension of 2,3-diaminopyridine (20 g, 0.136 mol) in 4N aqueous HCl (200 ml) is added oxalic acid (20.7 g, 0.164 mol) and the reaction mixture is refluxed for 20 h. The reaction mixture is cooled and the solid precipitated is filtered, washed with water and dried under vacuum to afford 20 g (89%) of the title compound as a solid. HPLC (max plot) 98%. The reactants are C(C1=CC=CC=C1)OC(=O)N[C@@H]1C(N(C1)OCC(=O)OC(C)(C)C)=O ((S)-[[3-[(Benzyloxycarbonyl)amino]-2-oxo1-azetidinyl]oxy]acetic acid. 1,1-dimethylethyl ester), C1(CCCCC1)N=C=NC1CCCCC1 (dicyclohexylcarbodiimide), NC=1SC=C(N1)/C(/C(=O)O)=N/OC ((Z)-2-amino-α-(methoxyimino)-4-thiazoleacetic acid), O.ON1N=NC2=C1C=CC=C2 (1-hydroxybenzotriazole hydrate). Reagents/catalysts: [Pd] (palladium on charcoal). Run in CN(C=O)C (dimethylformamide), CN(C=O)C (dimethylformamide). Reaction conditions: time 8 hour. Product: NC=1SC=C(N1)C(C(=O)NC1C(N(C1)OCC(=O)OC(C)(C)C)=O)=NOC ([[3-[[(2-Amino 4-thiazolyl)(methoxyimino)acetyl]amino]-2-oxo-1-azetidinyl]oxy]acetic acid, 1,1-dimethylethyl ester). Reaction SMILES: C(O[C:9]([NH:11][C@H:12]1[CH2:15][N:14]([O:16][CH2:17][C:18]([O:20][C:21]([CH3:24])([CH3:23])[CH3:22])=[O:19])[C:13]1=[O:25])=[O:10])C1C=CC=CC=1.[NH2:26][C:27]1[S:28][CH:29]=[C:30](/[C:32](=[N:36]/[O:37][CH3:38])/C(O)=O)[N:31]=1.O.ON1C2C=CC=CC=2N=N1.C1(N=C=NC2CCCCC2)CCCCC1>CN(C)C=O.[Pd]>[NH2:26][C:27]1[S:28][CH:29]=[C:30]([C:32](=[N:36][O:37][CH3:38])[C:9]([NH:11][CH:12]2[CH2:15][N:14]([O:16][CH2:17][C:18]([O:20][C:21]([CH3:22])([CH3:23])[CH3:24])=[O:19])[C:13]2=[O:25])=[O:10])[N:31]=1 |f:2.3|. Procedure: (S)-[[3-[(Benzyloxycarbonyl)amino]-2-oxo1-azetidinyl]oxy]acetic acid. 1,1-dimethylethyl ester (1.4 g, 4.0 mmol) was dissolved in 25 ml of dry dimethylformamide and hydrogenated with 1 g of 10% palladium on charcoal as catalyst. After 20 minutes the catalyst was filtered and a mixture of (Z)-2-amino-α-(methoxyimino)-4-thiazoleacetic acid (4.4 mmol). 1-hydroxybenzotriazole hydrate (0.15 g, 1.0 mmol). dicyclohexylcarbodiimide (0.81g. 4.4 mmol) and 30 ml of dry dimethylformamide was added. The mixtu... Starting materials: C([O-])([O-])=O.[K+].[K+] (potassium carbonate), [I-].[K+] (potassium iodide), O=CC1=CC(OC)=C(O)C=C1 (vanillin), ClCCCCCCO (6-chlorohexanol). The solvent is CS(=O)C (dimethyl sulphoxide), O (water). Run at temperature 60 celsius, time 8 hour. Product: CCCCCCOC1=C(C=C(C=O)C=C1)OC (4-(6-hexyloxy)-3-methoxybenzaldehyde). Yield: 84.5%. Reaction SMILES: C(=O)([O-])[O-].[K+].[K+].[I-].[K+].[O:9]=[CH:10][C:11]1[CH:19]=[CH:18][C:16]([OH:17])=[C:13]([O:14][CH3:15])[CH:12]=1.Cl[CH2:21][CH2:22][CH2:23][CH2:24][CH2:25][CH2:26]O>CS(C)=O.O>[CH3:21][CH2:22][CH2:23][CH2:24][CH2:25][CH2:26][O:17][C:16]1[CH:18]=[CH:19][C:11]([CH:10]=[O:9])=[CH:12][C:13]=1[O:14][CH3:15] |f:0.1.2,3.4|. Procedure: 41.45 g (300 mmol) of potassium carbonate and 27.4 g (165 mmol) of potassium iodide are added to a solution of 22.8 g (150 mmol) of vanillin and 30.7 g (225 mmol) of 6-chlorohexanol in 500 ml of dimethyl sulphoxide (DMSO) and the mixture is stirred overnight at 60° C. under nitiogen. The mixture is then cooled to room temperature, poured into 600 ml of water and extracted three times with 150 ml of ethyl acetate each time. The combined organic phases are washed twice with 200 ml of water each ti... Starting materials: [OH-].[Na+] (sodium hydroxide), C(C)OC(CCC(C(C1=CC=CC=C1)C1=CC=CC=C1)N(C)C(C1=CC(=CC(=C1)C(F)(F)F)C(F)(F)F)=O)=O (4-[N-(3,5-bistrifluoromethyl-benzoyl)-N-methyl-amino]-5,5-diphenyl-pentanoic acid ethyl ester). The solvent is O1CCCC1.CO (tetrahydrofuran methanol). Product: FC(C=1C=C(C(=O)N(C)C(CCC(=O)O)C(C2=CC=CC=C2)C2=CC=CC=C2)C=C(C1)C(F)(F)F)(F)F (4-[N-(3,5-Bistrifluoromethyl-benzoyl)-N-methyl-amino]-5,5-diphenyl-pentanoic acid). Reaction SMILES: [OH-].[Na+].C([O:5][C:6](=[O:41])[CH2:7][CH2:8][CH:9]([N:23]([C:25](=[O:40])[C:26]1[CH:31]=[C:30]([C:32]([F:35])([F:34])[F:33])[CH:29]=[C:28]([C:36]([F:39])([F:38])[F:37])[CH:27]=1)[CH3:24])[CH:10]([C:17]1[CH:22]=[CH:21][CH:20]=[CH:19][CH:18]=1)[C:11]1[CH:16]=[CH:15][CH:14]=[CH:13][CH:12]=1)C>O1CCCC1.CO>[F:33][C:32]([F:34])([F:35])[C:30]1[CH:31]=[C:26]([CH:27]=[C:28]([C:36]([F:38])([F:37])[F:39])[CH:29]=1)[C:25]([N:23]([CH:9]([CH:10]([C:17]1[CH:18]=[CH:19][CH:20]=[CH:21][CH:22]=1)[C:11]1[CH:16]=[CH:15][CH:14]=[CH:13][CH:12]=1)[CH2:8][CH2:7][C:6]([OH:41])=[O:5])[CH3:24])=[O:40] |f:0.1,3.4|. Procedure: 45 ml of 1N sodium hydroxide are added to a solution of 15.2 g (27.6 mmol) of 4-[N-(3,5-bistrifluoromethyl-benzoyl)-N-methyl-amino]-5,5-diphenyl-pentanoic acid ethyl ester in 160 ml of tetrahydrofuran/methanol (2:1). After 2 hours the reaction mixture is concentrated by evaporation, diluted with water and rendered acidic with cold 2N hydrochloric acid. The white precipitate is filtered off, then washed with water and dried under a high vacuum at 50° C. The title compound is obtained in the form ...